Dataset: the Open Reaction Database (ORD), a public repository of structured organic reaction records. Task: describe an organic reaction: reactants, conditions, products, and yield The reactants are IC=1C(=NC=C(C(=O)O)C1)O (5-iodo-6-hydroxynicotinic acid), S(O)(O)(=O)=O (sulfuric acid), C(C)O (ethanol). Product: OC1=NC=C(C(=O)OCC)C=C1I (Ethyl 6-hydroxy-5-iodonicotinate). Reaction SMILES: [I:1][C:2]1[C:3]([OH:11])=[N:4][CH:5]=[C:6]([CH:10]=1)[C:7]([OH:9])=[O:8].S(=O)(=O)(O)O.[CH2:17](O)[CH3:18]>>[OH:11][C:3]1[C:2]([I:1])=[CH:10][C:6]([C:7]([O:9][CH2:17][CH3:18])=[O:8])=[CH:5][N:4]=1. Reported procedure: A suspension of 4.6 g (17.36 mmol) of 5-iodo-6-hydroxynicotinic acid and 7.0 mL of concentrated sulfuric acid in 40 mL of ethanol was refluxed for 16 h. The reaction mixture was cooled to rt and filtered to afford 3.0 g of a white solid as the title compound: 1H NMR (500 MHz, DMSO) δ 1.25 (t, J=6.9, 3H), 4.21 (q, J=6.6, 2H), 8.05 (d, J=1.4, 1H), 8.33 (d, J=1.3, 1H). Starting materials: [Al+3], [Br-], [Br-], [Br-], ClCCl, CSC, COC(=O)c1ccc2cc(NC(=O)C3NC(CC(C)(C)C)C(C#N)(c4ccc(Cl)cc4F)C3c3cccc(Cl)c3F)ccc2c1. Product: CC(C)(C)CC1NC(C(=O)Nc2ccc3cc(C(=O)O)ccc3c2)C(c2cccc(Cl)c2F)C1(C#N)c1ccc(Cl)cc1F. RXN SMILES: [Al+3:47].[Br-:46].[Br-:48].[Br-:49].[CH2:53]([Cl:54])[Cl:55].[CH3:50][S:51][CH3:52].[Cl:1][c:2]1[c:3]([F:45])[c:4]([CH:8]2[CH:9]([C:28](=[O:29])[NH:30][c:31]3[cH:32][c:33]4[cH:34][cH:35][c:36]([C:41](=[O:42])[O:43][CH3:44])[cH:37][c:38]4[cH:39][cH:40]3)[NH:10][CH:11]([CH2:23][C:24]([CH3:25])([CH3:26])[CH3:27])[C:12]2([C:13]#[N:14])[c:15]2[c:16]([F:22])[cH:17][c:18]([Cl:21])[cH:19][cH:20]2)[cH:5][cH:6][cH:7]1>>[Cl:1][c:2]1[c:3]([F:45])[c:4]([CH:8]2[CH:9]([C:28](=[O:29])[NH:30][c:31]3[cH:32][c:33]4[cH:34][cH:35][c:36]([C:41](=[O:42])[OH:43])[cH:37][c:38]4[cH:39][cH:40]3)[NH:10][CH:11]([CH2:23][C:24]([CH3:25])([CH3:26])[CH3:27])[C:12]2([C:13]#[N:14])[c:15]2[c:16]([F:22])[cH:17][c:18]([Cl:21])[cH:19][cH:20]2)[cH:5][cH:6][cH:7]1. Reactants: CC1=C(OC=C1)C(=O)NC=1C=C(OC2=CC(=NC=C2)C2=CC(=CN2)C(=O)O)C=CC1 (5-(4-{3-[(3-methyl-2-furoyl)amino]phenoxy}pyridin-2-yl)-1H-pyrrole-3-carboxylic acid), C(CO)O (ethylene glycol), Cl.C(C)N=C=NCCCN(C)C (1-ethyl-3-(3-dimethylaminopropyl)carbodiimide hydrochloride), C(=O)(O)[O-].[Na+] (NaHCO3). Reagents/catalysts: CN(C1=CC=NC=C1)C (4-dimethylaminopyridine). Run in CN(C)C=O (DMF), O (water). Reaction conditions: temperature 70 celsius, time 3 hour. Yields the product CC1=C(OC=C1)C(=O)NC=1C=C(OC2=CC(=NC=C2)C2=CC(=CN2)C(=O)OCCO)C=CC1 (2-hydroxyethyl 5-(4-{3-[(3-methyl-2-furoyl)amino]phenoxy}pyridin-2-yl)-1H-pyrrole-3-carboxylate). RXN SMILES: [CH3:1][C:2]1[CH:6]=[CH:5][O:4][C:3]=1[C:7]([NH:9][C:10]1[CH:11]=[C:12]([CH:28]=[CH:29][CH:30]=1)[O:13][C:14]1[CH:19]=[CH:18][N:17]=[C:16]([C:20]2[NH:24][CH:23]=[C:22]([C:25]([OH:27])=[O:26])[CH:21]=2)[CH:15]=1)=[O:8].[CH2:31](O)[CH2:32][OH:33].Cl.C(N=C=NCCCN(C)C)C.C([O-])(O)=O.[Na+]>CN(C)C1C=CN=CC=1.CN(C=O)C.O>[CH3:1][C:2]1[CH:6]=[CH:5][O:4][C:3]=1[C:7]([NH:9][C:10]1[CH:11]=[C:12]([CH:28]=[CH:29][CH:30]=1)[O:13][C:14]1[CH:19]=[CH:18][N:17]=[C:16]([C:20]2[NH:24][CH:23]=[C:22]([C:25]([O:27][CH2:31][CH2:32][OH:33])=[O:26])[CH:21]=2)[CH:15]=1)=[O:8] |f:2.3,4.5|. Procedure details: A mixture of 5-(4-{3-[(3-methyl-2-furoyl)amino]phenoxy}pyridin-2-yl)-1H-pyrrole-3-carboxylic acid (70 mg, 0.17 mmol), ethylene glycol (1 ml), 1-ethyl-3-(3-dimethylaminopropyl)carbodiimide hydrochloride (EDC.HCl, 40 mg, 0.21 mmol) and 4-dimethylaminopyridine (DMAP, 10 mg, 0.08 mmol) in anhydrous DMF (10 ml) was stirred at 70° C. for 3 hours then room temperature for 16 hours. The mixture was poured into 100 ml of water. Saturated NaHCO3 solution was added until pH=9. The precipitates were filtere...